The task is: describe an organic reaction: reactants, conditions, products, and yield. This data is from the Open Reaction Database (ORD), a public repository of structured organic reaction records. Reactants: ClC1=C(C(=O)NC2=CC=C(C(=O)N3CCC=4C(C5=C3C=CC=C5)=NN(C4)CC(=O)OCC)C=C2)C=CC(=C1)Cl (6-[4-[(2,4-dichlorobenzoyl)amino]benzoyl]-5,6-dihydropyrazolo-[4,3-d][1]benzazepine-2(4H)-acetic acid, ethyl ester), O1CCCC1 (tetrahydrofuran), Cl (HCl), [OH-].[Na+] (NaOH). The solvent is C(C)O (ethyl alcohol). Conditions: time 6 hour. The product is ClC1=C(C(=O)NC2=CC=C(C(=O)N3CCC=4C(C5=C3C=CC=C5)=NN(C4)CC(=O)O)C=C2)C=CC(=C1)Cl (6-[4-[(2,4-Dichlorobenzoyl)amino]benzoyl]-5,6-dihydro-pyrazolo[4,3-d][1]benzazepine-2(4H)-acetic acid). The yield is 0.1%. Reaction SMILES: [Cl:1][C:2]1[CH:38]=[C:37]([Cl:39])[CH:36]=[CH:35][C:3]=1[C:4]([NH:6][C:7]1[CH:34]=[CH:33][C:10]([C:11]([N:13]2[C:19]3[CH:20]=[CH:21][CH:22]=[CH:23][C:18]=3[C:17]3=[N:24][N:25]([CH2:27][C:28]([O:30]CC)=[O:29])[CH:26]=[C:16]3[CH2:15][CH2:14]2)=[O:12])=[CH:9][CH:8]=1)=[O:5].O1CCCC1.[OH-].[Na+].Cl>C(O)C>[Cl:1][C:2]1[CH:38]=[C:37]([Cl:39])[CH:36]=[CH:35][C:3]=1[C:4]([NH:6][C:7]1[CH:34]=[CH:33][C:10]([C:11]([N:13]2[C:19]3[CH:20]=[CH:21][CH:22]=[CH:23][C:18]=3[C:17]3=[N:24][N:25]([CH2:27][C:28]([OH:30])=[O:29])[CH:26]=[C:16]3[CH2:15][CH2:14]2)=[O:12])=[CH:9][CH:8]=1)=[O:5] |f:2.3|. Procedure: To a stirred slurry of 0.477 g of 6-[4-[(2,4-dichlorobenzoyl)amino]benzoyl]-5,6-dihydropyrazolo-[4,3-d][1]benzazepine-2(4H)-acetic acid, ethyl ester in 15 ml of ethyl alcohol is added 5 ml of tetrahydrofuran followed by 1.30 ml of 1M NaOH. The reaction mixture is stirred at room temperature for 6 hours followed by the addition of 0.750 ml of 2M HCl. The acidic reaction mixture is evaporated in vacuo, triturated with CHCl3, combined, treated with activated carbon, filtered through MgSO4 and evapo... The reactants are CS(=O)(=O)OCCc1ccc(Nc2ncc3c(n2)-c2ccccc2C(c2ccc(Cl)c(Cl)c2)C3)cc1, CN1CCNCC1. The product is CN1CCN(CCc2ccc(Nc3ncc4c(n3)-c3ccccc3C(c3ccc(Cl)c(Cl)c3)C4)cc2)CC1. Reaction SMILES: [CH3:1][S:2]([O:3][CH2:6][CH2:7][c:8]1[cH:9][cH:10][c:11]([NH:14][c:15]2[n:16][c:17]3[c:22]([cH:23][n:24]2)[CH2:21][CH:20]([c:25]2[cH:26][c:27]([Cl:32])[c:28]([Cl:31])[cH:29][cH:30]2)[c:19]2[c:18]-3[cH:36][cH:35][cH:34][cH:33]2)[cH:12][cH:13]1)(=[O:4])=[O:5].[CH3:37][N:38]1[CH2:39][CH2:40][NH:41][CH2:42][CH2:43]1>>[CH2:6]([CH2:7][c:8]1[cH:9][cH:10][c:11]([NH:14][c:15]2[n:16][c:17]3[c:22]([cH:23][n:24]2)[CH2:21][CH:20]([c:25]2[cH:26][c:27]([Cl:32])[c:28]([Cl:31])[cH:29][cH:30]2)[c:19]2[c:18]-3[cH:36][cH:35][cH:34][cH:33]2)[cH:12][cH:13]1)[N:41]1[CH2:40][CH2:39][N:38]([CH3:37])[CH2:43][CH2:42]1. The reactants are [N+](=O)(O)[O-] (nitric acid), NC1=CC=C(C=C1)CCN1CCC2(OCCO2)CC1 (N(2-(4-aminophenyl)ethyl)-1,4-dioxa-8-azaspiro[4.5]-decane), C(C)(=O)OC(C)=O (acetic anhydride), C(C)(=O)OC(C)=O (acetic anhydride). Solvent: C(Cl)Cl (methylene chloride), [Cl-].[Na+].O (brine), C(Cl)Cl (methylene chloride). Reaction conditions: temperature -5 celsius, time 18 hour. Yields the product C(C)(=O)O.N(C(=O)C)C1=C(C=C(C=C1)CCN1CCC2(OCCO2)CC1)[N+](=O)[O-] (N(2-(4-acetamino-3-nitrophenyl)ethyl)-1,4-dioxa-8-azaspiro[4.5]-decane acetic acid salt). Yield: 89.0%. RXN SMILES: [NH2:1][C:2]1[CH:7]=[CH:6][C:5]([CH2:8][CH2:9][N:10]2[CH2:19][CH2:18][C:13]3([O:17][CH2:16][CH2:15][O:14]3)[CH2:12][CH2:11]2)=[CH:4][CH:3]=1.[C:20]([O:23]C(=O)C)(=O)[CH3:21].[N+:27]([O-])([OH:29])=[O:28]>C(Cl)Cl.[Cl-].[Na+].O>[C:13]([OH:17])(=[O:14])[CH3:12].[NH:1]([C:2]1[CH:7]=[CH:6][C:5]([CH2:8][CH2:9][N:10]2[CH2:19][CH2:18][C:13]3([O:17][CH2:16][CH2:15][O:14]3)[CH2:12][CH2:11]2)=[CH:4][C:3]=1[N+:27]([O-:29])=[O:28])[C:20]([CH3:21])=[O:23] |f:4.5.6,7.8|. Procedure details: A mechanically stirred solution of N(2-(4-aminophenyl)ethyl)-1,4-dioxa-8-azaspiro[4.5]-decane in methylene chloride (400 mL) cooled to -5° C. under an argon atmosphere was treated dropwise with acetic anhydride (58.8 mL, 622 mmoles). The reaction was allowed to reach room temperature and was stirred for 18 hr. After the addition of an additional 29.5 mL (312 mmoles) of acetic anhydride, the reaction was cooled to -5° C., and a solution of nitric acid (d=1.49, 22.0 mL, 468 mmoles) in methylene ch... Starting materials: ClCCCCCCO (6-chloro-1-hexanol), N1C(CCCC1)=O (2-piperidone). The product is OCCCCCCN1C(CCCC1)=O (1-(6-hydroxy-1-hexyl)-2-piperidone). As a reaction SMILES: Cl[CH2:2][CH2:3][CH2:4][CH2:5][CH2:6][CH2:7][OH:8].[NH:9]1[CH2:14][CH2:13][CH2:12][CH2:11][C:10]1=[O:15]>>[OH:8][CH2:7][CH2:6][CH2:5][CH2:4][CH2:3][CH2:2][N:9]1[CH2:14][CH2:13][CH2:12][CH2:11][C:10]1=[O:15]. Procedure details: In like manner, 6-chloro-1-hexanol is reacted with 2-piperidone to produce 1-(6-hydroxy-1-hexyl)-2-piperidone. The latter is reacted with methanesulfonyl chloride in methylene chloride in the presence of one equivalent of triethylamine to yield 1-(6-methanesulfonyloxy-1-hexyl)-2-piperidone. Reactants: CCOc1ccc(N(C)C(C)=O)cc1, O=C1CCN(Cc2ccccc2)CC1, C[Si](C)(C)[N-][Si](C)(C)C, [Li+], C1CCOC1, O. Yields the product CCOc1ccc(N(C)C(=O)CC2(O)CCN(Cc3ccccc3)CC2)cc1. Reaction SMILES: [CH2:1]([CH3:2])[O:3][c:4]1[cH:5][cH:6][c:7]([N:8]([C:9]([CH3:10])=[O:11])[CH3:12])[cH:13][cH:14]1.[CH2:30]([c:31]1[cH:32][cH:33][cH:34][cH:35][cH:36]1)[N:37]1[CH2:38][CH2:39][C:40](=[O:43])[CH2:41][CH2:42]1.[CH3:20][Si:21]([CH3:22])([CH3:23])[N-:24][Si:25]([CH3:26])([CH3:27])[CH3:28].[Li+:29].[O:15]1[CH2:16][CH2:17][CH2:18][CH2:19]1.[OH2:44]>>[CH2:1]([CH3:2])[O:3][c:4]1[cH:5][cH:6][c:7]([N:8]([C:9]([CH2:10][C:40]2([OH:43])[CH2:39][CH2:38][N:37]([CH2:30][c:31]3[cH:32][cH:33][cH:34][cH:35][cH:36]3)[CH2:42][CH2:41]2)=[O:11])[CH3:12])[cH:13][cH:14]1.